describe an organic reaction: reactants, conditions, products, and yield From a dataset of the Open Reaction Database (ORD), a public repository of structured organic reaction records. Reactants: C1(CC1)OC1=CC=C(C(=O)NC2(CC2)C(=O)OCC)C=C1 (ethyl 1-(4-cyclopropoxybenzamido)cyclopropanecarboxylate), [OH-].[Na+] (sodium hydroxide). Solvent: C(C)O (ethanol). Reaction conditions: temperature 65 celsius, time 3 hour. Yields the product C1(CC1)OC1=CC=C(C(=O)NC2(CC2)C(=O)O)C=C1 (1-[[4-(cyclopropoxy)benzoyl]amino]cyclopropanecarboxylic acid). Isolated yield 1766.0%. As a reaction SMILES: [CH:1]1([O:4][C:5]2[CH:21]=[CH:20][C:8]([C:9]([NH:11][C:12]3([C:15]([O:17]CC)=[O:16])[CH2:14][CH2:13]3)=[O:10])=[CH:7][CH:6]=2)[CH2:3][CH2:2]1.[OH-].[Na+]>C(O)C>[CH:1]1([O:4][C:5]2[CH:21]=[CH:20][C:8]([C:9]([NH:11][C:12]3([C:15]([OH:17])=[O:16])[CH2:13][CH2:14]3)=[O:10])=[CH:7][CH:6]=2)[CH2:3][CH2:2]1 |f:1.2|. Reported procedure: To a solution of ethyl 1-(4-cyclopropoxybenzamido)cyclopropanecarboxylate (33.7 g, 6.48 mmol) in ethanol (380 mL), add sodium hydroxide (174.7 mL, 174.7 mmol) and stir the mixture at 65° C. for 3 hours. Cool the material to ambient temperature and concentrate under reduced pressure to remove the ethanol. Acidify the residue with 10% NaHSO4. Filter the resulting solid and wash with water (3×) and diethyl ether (2×). Dry the material in a vacuum oven to give the title compound (29.9 g, 98%) as a w... Run in CS(=O)C (dimethyl sulfoxide). The reactants are C([O-])([O-])=O.[K+].[K+] (potassium carbonate), FC(CCC(C#N)C#N)(F)F (2-(3,3,3-trifluoropropyl)malononitrile), C(C1=CC=CC=C1)OCCCCCBr (5-bromopentyl benzyl ether), [I-].[K+] (potassium iodide), Cl (hydrochloric acid). Product: C(C1=CC=CC=C1)OCCCCCC(C#N)(C#N)CCC(F)(F)F (2-(5-benzyloxypentyl)-2-(3,3,3-trifluoropropyl)malononitrile). As a reaction SMILES: [F:1][C:2]([F:11])([F:10])[CH2:3][CH2:4][CH:5]([C:8]#[N:9])[C:6]#[N:7].[CH2:12]([O:19][CH2:20][CH2:21][CH2:22][CH2:23][CH2:24]Br)[C:13]1[CH:18]=[CH:17][CH:16]=[CH:15][CH:14]=1.[I-].[K+].C(=O)([O-])[O-].[K+].[K+].Cl>CS(C)=O>[CH2:12]([O:19][CH2:20][CH2:21][CH2:22][CH2:23][CH2:24][C:5]([CH2:4][CH2:3][C:2]([F:10])([F:11])[F:1])([C:8]#[N:9])[C:6]#[N:7])[C:13]1[CH:18]=[CH:17][CH:16]=[CH:15][CH:14]=1 |f:2.3,4.5.6|. Conditions: time 9 hour. The yield is 81.5%. Procedure details: 3.5 g of 2-(3,3,3-trifluoropropyl)malononitrile, 5.5 g of 5-bromopentyl benzyl ether and 0.70 g of potassium iodide were dissolved in 20 ml of dimethyl sulfoxide, 3.3 g of potassium carbonate was added, and the mixture was stirred at room temperature for 9 hours. Thereafter, dilute hydrochloric acid was added to the reaction mixture, followed by extraction with methyl tert-butyl ether. The organic layer was washed successively with water, aqueous saturated sodium hydrogen carbonate and aqueous s... Reactants: C(=O)(O)[O-].[Na+] (NaHCO3), BrC1=C(C(=O)[O-])C=C(C=C1[N+](=O)[O-])F (2-bromo-5-fluoro-3-nitrobenzoate). The reagents and catalysts are [Fe] (iron). Run in O (water), CCO.CC(=O)O (EtOH CH3COOH). Run at temperature 85 celsius. The product is NC=1C(=C(C(=O)OC)C=C(C1)F)Br (methyl 3-amino-2-bromo-5-fluorobenzoate). The yield is 87.0%. Reaction SMILES: [Br:1][C:2]1[C:10]([N+:11]([O-])=O)=[CH:9][C:8]([F:14])=[CH:7][C:3]=1[C:4]([O-:6])=[O:5].[C:15]([O-])(O)=O.[Na+]>CCO.CC(O)=O.O.[Fe]>[NH2:11][C:10]1[C:2]([Br:1])=[C:3]([CH:7]=[C:8]([F:14])[CH:9]=1)[C:4]([O:6][CH3:15])=[O:5] |f:1.2,3.4|. Procedure: To a solution of 2-bromo-5-fluoro-3-nitrobenzoate (20 g, 278 mmol) in EtOH/CH3COOH (200 mL/200 mL) was added iron powder (25 g, 55 mmol). The mixture was vigorously stirred and heated to 85° C. for 1 h. After cooling, the mixture was diluted with water and basified with NaHCO3 (PH=8), extracted with ethyl acetate (450 ml×3). The combined organic layer was washed with brine (500 ml), dried over MgSO4, filtered, and evaporated in vacuum. The residue was applied to flash column chromatography (sili... Starting materials: ClC(Cl)Cl, FC(F)=C(F)CCSc1ncco1, CN(C)C=O, O, O=S(=O)(Cl)Cl. Product: FC(F)=C(F)CCSc1ncc(Cl)o1. As a reaction SMILES: [CH:19]([Cl:20])([Cl:21])[Cl:22].[F:1][C:2]([CH2:3][CH2:4][S:5][c:6]1[o:7][cH:8][cH:9][n:10]1)=[C:11]([F:12])[F:13].[O:14]=[CH:15][N:16]([CH3:17])[CH3:18].[OH2:28].[S:23]([Cl:24])([Cl:25])(=[O:26])=[O:27]>>[F:1][C:2]([CH2:3][CH2:4][S:5][c:6]1[o:7][c:8]([Cl:20])[cH:9][n:10]1)=[C:11]([F:12])[F:13].